Dataset: the Open Reaction Database (ORD), a public repository of structured organic reaction records. Task: describe an organic reaction: reactants, conditions, products, and yield The reactants are BrC=1C=NC=2N(C1)N=C(C2)C(=O)O (6-bromo-pyrazolo[1,5-a]pyrimidine-2-carboxylic acid), CC1NCCC2=CC=C(C=C12)C=1C=NC=NC1 (1-Methyl-7-pyrimidin-5-yl-1,2,3,4-tetrahydro-isoquinoline). Yields the product BrC=1C=NC=2N(C1)N=C(C2)C(=O)N2C(C1=CC(=CC=C1CC2)C=2C=NC=NC2)C ((6-Bromo-pyrazolo[1,5-a]pyrimidin-2-yl)-(1-methyl-7-pyrimidin-5-yl-3,4-dihydro-1H-isoquinolin-2-yl)-methanone). Reaction SMILES: [Br:1][C:2]1[CH:3]=[N:4][C:5]2[N:6]([N:8]=[C:9]([C:11]([OH:13])=O)[CH:10]=2)[CH:7]=1.[CH3:14][CH:15]1[C:24]2[C:19](=[CH:20][CH:21]=[C:22]([C:25]3[CH:26]=[N:27][CH:28]=[N:29][CH:30]=3)[CH:23]=2)[CH2:18][CH2:17][NH:16]1>>[Br:1][C:2]1[CH:3]=[N:4][C:5]2[N:6]([N:8]=[C:9]([C:11]([N:16]3[CH2:17][CH2:18][C:19]4[C:24](=[CH:23][C:22]([C:25]5[CH:30]=[N:29][CH:28]=[N:27][CH:26]=5)=[CH:21][CH:20]=4)[CH:15]3[CH3:14])=[O:13])[CH:10]=2)[CH:7]=1. Procedure: In close analogy to the procedure described in Example 1, 6-bromo-pyrazolo[1,5-a]pyrimidine-2-carboxylic acid is reacted with 1-Methyl-7-pyrimidin-5-yl-1,2,3,4-tetrahydro-isoquinoline to provide the title compound in moderate yield. Reactants: ClC1=C(C(=C(C=C1)NC(C(C)(C)C)=O)C#C[Si](C)(C)C)C(F)(F)F (N-{4-chloro-3-(trifluoromethyl)-2-[(trimethylsilyl)ethynyl]phenyl}-2,2-dimethylpropanamide), C(#N)[Cu] (CuCN), [OH-].[NH4+] (ammonium hydroxide), ice. Solvent: CN1CCCC1=O (NMP). Conditions: temperature 250 celsius. Yields the product FC(C1=C2C=CNC2=CC=C1C#N)(F)F (4-(Trifluoromethyl)-1H-indole-5-carbonitrile). RXN SMILES: Cl[C:2]1[CH:7]=[CH:6][C:5]([NH:8]C(=O)C(C)(C)C)=[C:4]([C:15]#[C:16][Si](C)(C)C)[C:3]=1[C:21]([F:24])([F:23])[F:22].[C:25]([Cu])#[N:26].[OH-].[NH4+]>CN1C(=O)CCC1>[F:24][C:21]([F:22])([F:23])[C:3]1[C:2]([C:25]#[N:26])=[CH:7][CH:6]=[C:5]2[C:4]=1[CH:15]=[CH:16][NH:8]2 |f:2.3|. Procedure details: An NMP solution (15 mL) of N-{4-chloro-3-(trifluoromethyl)-2-[(trimethylsilyl)ethynyl]phenyl}-2,2-dimethylpropanamide (1.04 g, 2.77 mmol) was treated with CuCN (1.04 g, 11.01 mmol) and the resulting mixture was heated at 250° C. in a microwave for 5.5 h. The dark brown reaction mixture was poured into crushed ice (250 mL) containing conc. ammonium hydroxide (30 mL). The resulting slurry was filtered and rinsed with Et2O. The filtrate was diluted with Et2O (50 mL) and partitioned. The aqueous por... The reactants are [N+](=O)([O-])C1=CC=C(OC2=CC=C(C=C2)CCC(=O)OCC)C=C1 (ethyl 3-[4-(4-nitrophenoxy)phenyl]propionate). The reagents and catalysts are [C].[Pd] (palladium-carbon). Solvent: C(C)O (ethanol). Yields the product NC1=CC=C(OC2=CC=C(C=C2)CCC(=O)OCC)C=C1 (ethyl 3-[4-(4-aminophenoxy)phenyl]propionate). Reaction SMILES: [N+:1]([C:4]1[CH:23]=[CH:22][C:7]([O:8][C:9]2[CH:14]=[CH:13][C:12]([CH2:15][CH2:16][C:17]([O:19][CH2:20][CH3:21])=[O:18])=[CH:11][CH:10]=2)=[CH:6][CH:5]=1)([O-])=O>C(O)C.[C].[Pd]>[NH2:1][C:4]1[CH:5]=[CH:6][C:7]([O:8][C:9]2[CH:14]=[CH:13][C:12]([CH2:15][CH2:16][C:17]([O:19][CH2:20][CH3:21])=[O:18])=[CH:11][CH:10]=2)=[CH:22][CH:23]=1 |f:2.3|. Procedure details: To a suspension of 5% palladium-carbon (0.50 g) in ethanol (50 mL) was added ethyl 3-[4-(4-nitrophenoxy)phenyl]propionate (5.00 g, 15.9 mmol), and the resulting solution was subjected to catalytic reduction at atmospheric pressure and at room temperature. Once the absorption of hydrogen had stopped, the catalyst was removed by filtration, and the filtrate was concentrated under reduced pressure, to thereby yield 4.52 g of the title compound.